From a dataset of the Open Reaction Database (ORD), a public repository of structured organic reaction records. describe an organic reaction: reactants, conditions, products, and yield The reactants are C(C)(C)NC(=O)C1=CN(C2=NC=C(N=C21)C2=NN(C1=CC(=CC=C21)F)C2COC2)COCC[Si](C)(C)C (2-(6-fluoro-1-oxetan-3-yl-1H-indazol-3-yl)-5-(2-trimethylsilanylethoxymethyl)-5H-pyrrolo[2,3-b]pyrazine-7-carboxylic acid isopropylamide), C(=O)(C(F)(F)F)O (TFA). The solvent is C(Cl)Cl (CH2Cl2). Reaction conditions: time 3 hour. Yields the product C(C)(C)NC(=O)C1=CNC2=NC=C(N=C21)C2=NN(C1=CC(=CC=C21)F)C2COC2 (2-(6-fluoro-1-oxetan-3-yl-1H-indazol-3-yl)-5H-pyrrolo[2,3-b]pyrazine-7-carboxylic acid isopropylamide). The yield is 42.3%. RXN SMILES: [CH:1]([NH:4][C:5]([C:7]1[C:15]2[C:10](=[N:11][CH:12]=[C:13]([C:16]3[C:24]4[C:19](=[CH:20][C:21]([F:25])=[CH:22][CH:23]=4)[N:18]([CH:26]4[CH2:29][O:28][CH2:27]4)[N:17]=3)[N:14]=2)[N:9](COCC[Si](C)(C)C)[CH:8]=1)=[O:6])([CH3:3])[CH3:2].C(O)(C(F)(F)F)=O>C(Cl)Cl>[CH:1]([NH:4][C:5]([C:7]1[C:15]2[C:10](=[N:11][CH:12]=[C:13]([C:16]3[C:24]4[C:19](=[CH:20][C:21]([F:25])=[CH:22][CH:23]=4)[N:18]([CH:26]4[CH2:27][O:28][CH2:29]4)[N:17]=3)[N:14]=2)[NH:9][CH:8]=1)=[O:6])([CH3:3])[CH3:2]. Procedure details: To a solution of 2-(6-fluoro-1-oxetan-3-yl-1H-indazol-3-yl)-5-(2-trimethylsilanylethoxymethyl)-5H-pyrrolo[2,3-b]pyrazine-7-carboxylic acid isopropylamide (98 mg, 0.18 mmol) in CH2Cl2 (1.5 mL) was added TFA (0.5 mL). The reaction mixture was stirred at room temperature for 3 h then concentrated. The residue was redissolved in 10:90:0.5 MeOH/CH2Cl2/NH4OH (3 mL) and stirred at room temperature for 3 h then concentrated. The residue was portioned between water and 10% MeOH/CH2Cl2. The aqueous layer ... Starting materials: [Br-], COC(=O)COc1ccc(SCc2ccc(OC)c(OCc3ccc(C(F)(F)F)cc3)c2)c2c1CCC2, [K+]. The product is COc1ccc(CSc2ccc(OCC(=O)O)c3c2CCC3)cc1OCc1ccc(C(F)(F)F)cc1. As a reaction SMILES: [Br-:38].[CH3:1][O:2][C:3]([CH2:4][O:5][c:6]1[c:7]2[c:11]([c:12]([S:15][CH2:16][c:17]3[cH:18][c:19]([O:25][CH2:26][c:27]4[cH:28][cH:29][c:30]([C:33]([F:34])([F:35])[F:36])[cH:31][cH:32]4)[c:20]([O:23][CH3:24])[cH:21][cH:22]3)[cH:13][cH:14]1)[CH2:10][CH2:9][CH2:8]2)=[O:37].[K+:39]>>[O:2]=[C:3]([CH2:4][O:5][c:6]1[c:7]2[c:11]([c:12]([S:15][CH2:16][c:17]3[cH:18][c:19]([O:25][CH2:26][c:27]4[cH:28][cH:29][c:30]([C:33]([F:34])([F:35])[F:36])[cH:31][cH:32]4)[c:20]([O:23][CH3:24])[cH:21][cH:22]3)[cH:13][cH:14]1)[CH2:10][CH2:9][CH2:8]2)[OH:37]. Starting materials: CN1C(=NCC1)CC#N (1-methyl-2-cyanomethyl-2-imidazoline), C(C)(=O)O (acetic acid), N(=O)[O-].[Na+] (NaNO2). The solvent is O (water). Run at time 2 hour. Yields the product CN1C(=NCC1)C(C#N)=NO (α-(1-Methyl-imidazolin-2-yl)-α-oximino-acetonitrile). RXN SMILES: [CH3:1][N:2]1[CH2:6][CH2:5][N:4]=[C:3]1[CH2:7][C:8]#[N:9].C(O)(=O)C.[N:14]([O-])=[O:15].[Na+]>O>[CH3:1][N:2]1[CH2:6][CH2:5][N:4]=[C:3]1[C:7](=[N:14][OH:15])[C:8]#[N:9] |f:2.3|. Procedure details: 12.3 g (0.1 mol) of 1-methyl-2-cyanomethyl-2-imidazoline are initially introduced into 50 ml of glacial acetic acid. A solution of 7.8 g (0.1 mol) of NaNO2 in 20 ml of water is added dropwise at about 15°, with cooling. The mixture is stirred for 2 hours, cooled and filtered and the residue is washed with a little cold water. This yields 11 g (=73% of theory) of end product, which is recrystallised from methanol; melting point 216.5° C. Reactants: BrC=1C(=NN2C(=NN=CC21)C2=C(C=CC=C2)F)OCC=2N(N=CN2)C (3-bromo-7-(2-fluorophenyl)-2-(2-methyl-2H-[1,2,4]triazol-3-ylmethoxy)pyrazolo[1,5-d][1,2,4]triazine), C(CCC)[Sn](C1=NC=CC=C1)(CCCC)CCCC (2-(tributylstannyl)pyridine). Reagents/catalysts: C=1C=CC(=CC1)[P](C=2C=CC=CC2)(C=3C=CC=CC3)[Pd]([P](C=4C=CC=CC4)(C=5C=CC=CC5)C=6C=CC=CC6)([P](C=7C=CC=CC7)(C=8C=CC=CC8)C=9C=CC=CC9)[P](C=1C=CC=CC1)(C=1C=CC=CC1)C=1C=CC=CC1 (Tetrakis(triphenylphosphine)palladium(0)), [Cu]I (copper(I) iodide). Solvent: O1CCOCC1 (1,4-dioxane). Conditions: temperature 100 celsius. Product: FC1=C(C=CC=C1)C1=NN=CC=2N1N=C(C2C2=NC=CC=C2)OCC=2N(N=CN2)C (7-(2-Fluorophenyl)-2-(2-methyl-2H-[1,2,4]triazol-3-ylmethoxy)-3-(pyridin-2-yl)pyrazolo[1,5-d][1,2,4]triazine). Isolated yield 76.8%. RXN SMILES: Br[C:2]1[C:3]([O:18][CH2:19][C:20]2[N:21]([CH3:25])[N:22]=[CH:23][N:24]=2)=[N:4][N:5]2[C:10]=1[CH:9]=[N:8][N:7]=[C:6]2[C:11]1[CH:16]=[CH:15][CH:14]=[CH:13][C:12]=1[F:17].C([Sn](CCCC)(CCCC)[C:31]1[CH:36]=[CH:35][CH:34]=[CH:33][N:32]=1)CCC>O1CCOCC1.C1C=CC([P]([Pd]([P](C2C=CC=CC=2)(C2C=CC=CC=2)C2C=CC=CC=2)([P](C2C=CC=CC=2)(C2C=CC=CC=2)C2C=CC=CC=2)[P](C2C=CC=CC=2)(C2C=CC=CC=2)C2C=CC=CC=2)(C2C=CC=CC=2)C2C=CC=CC=2)=CC=1.[Cu]I>[F:17][C:12]1[CH:13]=[CH:14][CH:15]=[CH:16][C:11]=1[C:6]1[N:5]2[N:4]=[C:3]([O:18][CH2:19][C:20]3[N:21]([CH3:25])[N:22]=[CH:23][N:24]=3)[C:2]([C:31]3[CH:36]=[CH:35][CH:34]=[CH:33][N:32]=3)=[C:10]2[CH:9]=[N:8][N:7]=1 |^1:54,56,75,94|. Procedure details: A mixture of 3-bromo-7-(2-fluorophenyl)-2-(2-methyl-2H-[1,2,4]triazol-3-ylmethoxy)pyrazolo[1,5-d][1,2,4]triazine (81.8 mg, 0.202 mmol) and 2-(tributylstannyl)pyridine (0.1520 g, 0.413 mmol) in anhydrous 1,4-dioxane (8 ml) was degassed using three freeze-pump-thaw cycles. Tetrakis(triphenylphosphine)palladium(0) (32.5 mg, 0.0281 mmol) and copper(I) iodide (4.5 mg, 0.024 mmol) were added and the mixture was further degassed with one freeze-pump-thaw cycle before heating at 100° C. under nitrogen f... The reactants are [N+](=O)([O-])C=1C=CC=C2C(C=CC(C12)=NO)=O (8-nitro-1,4-naphthoquinone-1-oxime), Cl (hydrogen chloride), O (water). The reagents and catalysts are O.O.O.O.[Fe](Cl)Cl (iron (II) chloride tetrahydrate). Conditions: temperature 40 celsius. Product: [N+](=O)([O-])C1=C2C(C=CC(C2=CC=C1)=O)=O (5-nitro-1,4-naphthoquinone). Reaction SMILES: [N+:1]([C:4]1[CH:5]=[CH:6][CH:7]=[C:8]2[C:13]=1[C:12](=NO)[CH:11]=[CH:10][C:9]2=[O:16])([O-:3])=[O:2].Cl.[OH2:18]>O.O.O.O.[Fe](Cl)Cl>[N+:1]([C:4]1[CH:5]=[CH:6][CH:7]=[C:8]2[C:13]=1[C:12](=[O:18])[CH:11]=[CH:10][C:9]2=[O:16])([O-:3])=[O:2] |f:3.4.5.6.7|. Procedure: 42 g (0.21 mol) of iron (II) chloride tetrahydrate and 11 g (0.05 mol) of 8-nitro-1,4-naphthoquinone-1-oxime are introduced into 120 ml quantities of the solvents indicated in Table I below. While gaseous hydrogen chloride is slowly passed through them, the mixtures are left to react with continuous stirring at the temperatures indicated in Table I below until the respective reactions are complete. The increases in weight indicated in Table I below are obtained. After the reaction times specifie... The reactants are CC(=O)Nc1ncc(Sc2ccc(N)cc2)s1, CC(=O)O, Cl, [Na+], [OH-]. Yields the product Nc1ccc(Sc2cnc(N)s2)cc1. As a reaction SMILES: [C:1](=[O:2])([CH3:3])[NH:4][c:5]1[s:6][c:7]([S:10][c:11]2[cH:12][cH:13][c:14]([NH2:17])[cH:15][cH:16]2)[cH:8][n:9]1.[CH3:21][C:22](=[O:23])[OH:24].[ClH:18].[Na+:20].[OH-:19]>>[NH2:4][c:5]1[s:6][c:7]([S:10][c:11]2[cH:12][cH:13][c:14]([NH2:17])[cH:15][cH:16]2)[cH:8][n:9]1.